From a dataset of the Open Reaction Database (ORD), a public repository of structured organic reaction records. describe an organic reaction: reactants, conditions, products, and yield Reactants: CC(=O)OC(C)=O, O=C(O)CCC1OC(=O)C(O)=C1c1ccccc1, c1ccncc1. Yields the product CC(=O)OC1=C(c2ccccc2)C(CCC(=O)O)OC1=O. RXN SMILES: [CH3:19][C:20](=[O:21])[O:22][C:23](=[O:24])[CH3:25].[OH:1][C:2]1=[C:3]([c:13]2[cH:14][cH:15][cH:16][cH:17][cH:18]2)[CH:4]([CH2:8][CH2:9][C:10](=[O:11])[OH:12])[O:5][C:6]1=[O:7].[cH:26]1[cH:27][cH:28][n:29][cH:30][cH:31]1>>[O:1]([C:2]1=[C:3]([c:13]2[cH:14][cH:15][cH:16][cH:17][cH:18]2)[CH:4]([CH2:8][CH2:9][C:10](=[O:11])[OH:12])[O:5][C:6]1=[O:7])[C:20]([CH3:19])=[O:21]. Procedure: Prepared according to the procedure described in Example 42, Step 2, using [5-(4-bromo-phenyl)-3-methyl-isoxazol-4-yl]-carbamic acid tert-butyl ester and [4-(4,4,5,5-tetramethyl-[1,3,2]dioxaborolan-2-yl)-phenyl]-acetic acid ethyl ester. Product: C(C)OC(CC1=CC=C(C=C1)C1=CC=C(C=C1)C1=C(C(=NO1)C)NC(=O)OC(C)(C)C)=O ([4′-(4-tert-Butoxycarbonylamino-3-methyl-isoxazol-5-yl)-biphenyl-4-yl]-acetic acid ethyl ester). RXN SMILES: [C:1]([O:5][C:6](=[O:21])[NH:7][C:8]1[C:9]([CH3:20])=[N:10][O:11][C:12]=1[C:13]1[CH:18]=[CH:17][C:16](Br)=[CH:15][CH:14]=1)([CH3:4])([CH3:3])[CH3:2].[CH2:22]([O:24][C:25](=[O:42])[CH2:26][C:27]1[CH:32]=[CH:31][C:30](B2OC(C)(C)C(C)(C)O2)=[CH:29][CH:28]=1)[CH3:23]>>[CH2:22]([O:24][C:25](=[O:42])[CH2:26][C:27]1[CH:32]=[CH:31][C:30]([C:16]2[CH:17]=[CH:18][C:13]([C:12]3[O:11][N:10]=[C:9]([CH3:20])[C:8]=3[NH:7][C:6]([O:5][C:1]([CH3:4])([CH3:3])[CH3:2])=[O:21])=[CH:14][CH:15]=2)=[CH:29][CH:28]=1)[CH3:23]. Reactants: C(C)(C)(C)OC(NC=1C(=NOC1C1=CC=C(C=C1)Br)C)=O ([5-(4-bromo-phenyl)-3-methyl-isoxazol-4-yl]-carbamic acid tert-butyl ester), C(C)OC(CC1=CC=C(C=C1)B1OC(C(O1)(C)C)(C)C)=O ([4-(4,4,5,5-tetramethyl-[1,3,2]dioxaborolan-2-yl)-phenyl]-acetic acid ethyl ester). Yields the product C(=O)C1=CC=C(C=C1)S(=O)(=O)N (4-(formyl)benzenesulfonamide). As a reaction SMILES: [OH:1][CH2:2][C:3]1[CH:8]=[CH:7][C:6]([S:9]([NH2:12])(=[O:11])=[O:10])=[CH:5][CH:4]=1.[Cr](Cl)([O-])(=O)=O.[NH+]1C=CC=CC=1>CC(C)=O.C(Cl)Cl.CCOCC>[CH:2]([C:3]1[CH:4]=[CH:5][C:6]([S:9]([NH2:12])(=[O:11])=[O:10])=[CH:7][CH:8]=1)=[O:1] |f:1.2|. Conditions: time 5 hour. Yield: 54.0%. Procedure details: To a solution of 4-(hydroxymethyl)benzenesulfonamide (Step 3) (3.75 g, 20 mmol) in a mixture of acetone (250 ml) and methylene chloride (250 ml), pyridinium chlorochromate (6.47 g, 30 mmol) was added. After stirring at room temperature for 5 hours, the reaction mixture was diluted with ether and filtered through a short silica gel column. The column was eluted with hexane/ethyl acetate, (1/1). The fractions containing the desired material were combined and concentrated to give a white solid (2.0... Run in CC(=O)C (acetone), C(Cl)Cl (methylene chloride), CCOCC (ether). Starting materials: OCC1=CC=C(C=C1)S(=O)(=O)N (4-(hydroxymethyl)benzenesulfonamide), [Cr](=O)(=O)([O-])Cl.[NH+]1=CC=CC=C1 (pyridinium chlorochromate). The reactants are CC(C)(C)OC(N)=O, CC1(C)Oc2cc(Cl)ccc2C(c2ccc(F)cc2)=C1C1CC1. The product is CC(C)(C)OC(=O)Nc1ccc2c(c1)OC(C)(C)C(C1CC1)=C2c1ccc(F)cc1. RXN SMILES: [C:24]([NH2:25])([O:26][C:27]([CH3:28])([CH3:29])[CH3:30])=[O:31].[Cl:1][c:2]1[cH:3][cH:4][c:5]2[c:10]([cH:11]1)[O:9][C:8]([CH3:12])([CH3:13])[C:7]([CH:14]1[CH2:15][CH2:16]1)=[C:6]2[c:17]1[cH:18][cH:19][c:20]([F:23])[cH:21][cH:22]1>>[c:2]1([NH:25][C:24]([O:26][C:27]([CH3:28])([CH3:29])[CH3:30])=[O:31])[cH:3][cH:4][c:5]2[c:10]([cH:11]1)[O:9][C:8]([CH3:12])([CH3:13])[C:7]([CH:14]1[CH2:15][CH2:16]1)=[C:6]2[c:17]1[cH:18][cH:19][c:20]([F:23])[cH:21][cH:22]1. Reactants: Cl (hydrochloric acid), COC1=CC=C(C=C1)CCN (4-methoxy-β-phenylethylamine), N1=CC=CC=C1 (pyridine), COC1=C(C(=O)Cl)C=C(C=C1)Cl (2-methoxy-5-chlorobenzoyl chloride), CN(C)C1=NC=CC=C1 (dimethylaminopyridine). The product is COC1=C(C(=C(C(=O)N)C=C1Cl)OC)CC (4-Methoxy-β-ethyl-(2-methoxy-5-chlorobenzamide)). Reaction SMILES: [CH3:1][O:2]C1C=CC(CCN)=CC=1.CN([C:15]1[CH:20]=CC=CN=1)C.[CH3:21][O:22][C:23]1[CH:31]=[CH:30][C:29]([Cl:32])=[CH:28][C:24]=1[C:25](Cl)=[O:26].Cl.[N:34]1C=CC=CC=1>>[CH3:1][O:2][C:30]1[C:29]([Cl:32])=[CH:28][C:24]([C:25]([NH2:34])=[O:26])=[C:23]([O:22][CH3:21])[C:31]=1[CH2:15][CH3:20]. Procedure: 1.51 g (10.0 mmol) of 4-methoxy-β-phenylethylamine are dissolved in 40 ml of pyridine, a spatula-tip of dimethylaminopyridine is added and a solution of 2.15 g (10.5 mmol) of 2-methoxy-5-chlorobenzoyl chloride is added. The reaction mixture in poured onto cold dilute hydrochloric acid and the product which has precipitated is filtered off with suction and dried. 4-Methoxy-β-ethyl-(2-methoxy-5-chlorobenzamide) is obtained as colorless crystals of melting point 83-84° C. The benzamide thus obtaine...